Dataset: the Open Reaction Database (ORD), a public repository of structured organic reaction records. Task: describe an organic reaction: reactants, conditions, products, and yield The reactants are NC=1NC(C(=C(N1)C1=CC=CC=C1)C#N)=S (2-amino-4-phenyl-6-thioxo-1,6-dihydro-pyrimidine-5-carbonitrile), ( 20 ), ( 84 ), C(C1=CC=CC=C1)Br (benzyl bromide), CC[O-].[Na+] (sodium ethylate). The solvent is C(C)O (ethanol). Product: NC1=NC(=C(C(=N1)SCC1=CC=CC=C1)C#N)C1=CC=CC=C1 (2-Amino-4-benzylsulfanyl-6-phenyl-pyrimidine-5-carbonitrile). Reaction SMILES: [NH2:1][C:2]1[NH:3][C:4](=[S:16])[C:5]([C:14]#[N:15])=[C:6]([C:8]2[CH:13]=[CH:12][CH:11]=[CH:10][CH:9]=2)[N:7]=1.[CH2:17](Br)[C:18]1[CH:23]=[CH:22][CH:21]=[CH:20][CH:19]=1.CC[O-].[Na+]>C(O)C>[NH2:1][C:2]1[N:3]=[C:4]([S:16][CH2:17][C:18]2[CH:23]=[CH:22][CH:21]=[CH:20][CH:19]=2)[C:5]([C:14]#[N:15])=[C:6]([C:8]2[CH:13]=[CH:12][CH:11]=[CH:10][CH:9]=2)[N:7]=1 |f:2.3|. Reported procedure: From 2-amino-4-phenyl-6-thioxo-1,6-dihydro-pyrimidine-5-carbonitrile, benzyl bromide and sodium ethylate in ethanol. EI-MS m/e (%):318 (M+, 50), 317 ([M—H]+, 100), 285 (20), 91 (84). Reactants: ClC1=CC(=NC=2N1N=CC2)CC (7-Chloro-5-ethylpyrazolo[1,5-a]pyrimidine), NC1=CC=C(C=C1)C=1C(=CC=CC1)C(=O)OCC (ethyl 4'-amino-biphenyl-2-carboxylate), BrC1=CC=C(N)C=C1 (4-bromoaniline), BrC1=C(C(=O)OCC)C=CC=C1 (ethyl 2-bromobenzoate). Solvent: C(C)O (ethanol). Product: C(C)C1=NC=2N(C(=C1)NC1=CC=C(C=C1)C=1C(=CC=CC1)C(=O)OCC)N=CC2 (Ethyl 4'-[(5-Ethylpyrazolo[1,5-a]pyrimidine-7-yl)amino]biphenyl-2-carboxylate). Reaction SMILES: Cl[C:2]1[N:7]2[N:8]=[CH:9][CH:10]=[C:6]2[N:5]=[C:4]([CH2:11][CH3:12])[CH:3]=1.[NH2:13][C:14]1[CH:19]=[CH:18][C:17]([C:20]2[C:21]([C:26]([O:28][CH2:29][CH3:30])=[O:27])=[CH:22][CH:23]=[CH:24][CH:25]=2)=[CH:16][CH:15]=1.BrC1C=CC(N)=CC=1.BrC1C=CC=CC=1C(OCC)=O>C(O)C>[CH2:11]([C:4]1[CH:3]=[C:2]([NH:13][C:14]2[CH:15]=[CH:16][C:17]([C:20]3[C:21]([C:26]([O:28][CH2:29][CH3:30])=[O:27])=[CH:22][CH:23]=[CH:24][CH:25]=3)=[CH:18][CH:19]=2)[N:7]2[N:8]=[CH:9][CH:10]=[C:6]2[N:5]=1)[CH3:12]. Reported procedure: A solution of 800 mg (4.4 mmol) 7-chloro-5-ethylpyrazolo[1,5-a]pyrimidine (Example 1, Step B) and 1.0 g (4.1 mmol) ethyl 4'-amino-biphenyl-2-carboxylate (prepared from protected 4-bromoaniline and ethyl 2-bromobenzoate by the method of J. C. Adrian, Jr., C. S. Wilcox, J. Am. Chem. Soc. 1989, 111, 8055) in 40 ml dry ethanol was heated with reflux for 5 h. After cooling to room temperature pale yellow crystals of the title compound precipitated, which were filtered by suction and recrystallized fr... Starting materials: CCCCCCCCCCCCCCCC(=O)OCC(C)(C)N(C)C, CI. Product: CCCCCCCCCCCCCCCC(=O)OCC(C)(C)[N+](C)(C)C, [I-]. Reaction SMILES: [C:1]([CH2:2][CH2:3][CH2:4][CH2:5][CH2:6][CH2:7][CH2:8][CH2:9][CH2:10][CH2:11][CH2:12][CH2:13][CH2:14][CH2:15][CH3:16])(=[O:17])[O:18][CH2:19][C:20]([CH3:21])([CH3:22])[N:23]([CH3:24])[CH3:25].[CH3:26][I:27]>>[C:1]([CH2:2][CH2:3][CH2:4][CH2:5][CH2:6][CH2:7][CH2:8][CH2:9][CH2:10][CH2:11][CH2:12][CH2:13][CH2:14][CH2:15][CH3:16])(=[O:17])[O:18][CH2:19][C:20]([CH3:21])([CH3:22])[N+:23]([CH3:24])([CH3:25])[CH3:26].[I-:27]. Starting materials: CC(C)(C)OC(=O)NCC1CCc2cc(O)ccc21, CS(C)=O, [Cl-], NC(=O)c1ccc(Cl)nc1, [K+], [K+], [NH4+], O=C([O-])[O-]. Yields the product CC(C)(C)OC(=O)NCC1CCc2cc(Oc3ccc(C(N)=O)cn3)ccc21. As a reaction SMILES: [C:1](=[O:2])([O:3][C:4]([CH3:5])([CH3:6])[CH3:7])[NH:8][CH2:9][CH:10]1[CH2:11][CH2:12][c:13]2[cH:14][c:15]([OH:19])[cH:16][cH:17][c:18]21.[CH3:38][S:39]([CH3:40])=[O:41].[Cl-:36].[Cl:20][c:21]1[n:22][cH:23][c:24]([C:25](=[O:26])[NH2:27])[cH:28][cH:29]1.[K+:30].[K+:31].[NH4+:37].[O-:32][C:33]([O-:34])=[O:35]>>[C:1](=[O:2])([O:3][C:4]([CH3:5])([CH3:6])[CH3:7])[NH:8][CH2:9][CH:10]1[CH2:11][CH2:12][c:13]2[cH:14][c:15]([O:19][c:21]3[n:22][cH:23][c:24]([C:25](=[O:26])[NH2:27])[cH:28][cH:29]3)[cH:16][cH:17][c:18]21. The reactants are CCOC(CBr)OCC, [H-], [Na+], CN(C)C=O, O=Cc1ccc(O)cc1. Yields the product CCOC(COc1ccc(C=O)cc1)OCC. Reaction SMILES: [CH2:12]([CH3:13])[O:14][CH:15]([CH2:16][Br:17])[O:18][CH2:19][CH3:20].[H-:1].[Na+:2].[O:21]=[CH:22][N:23]([CH3:24])[CH3:25].[OH:3][c:4]1[cH:5][cH:6][c:7]([CH:8]=[O:9])[cH:10][cH:11]1>>[O:3]([c:4]1[cH:5][cH:6][c:7]([CH:8]=[O:9])[cH:10][cH:11]1)[CH2:16][CH:15]([O:14][CH2:12][CH3:13])[O:18][CH2:19][CH3:20]. Reactants: N1=CC(=CC=C1)C=O (pyridine-3-carbaldehyde), CN(CCN1CCNCC1)C (dimethyl-(2-piperazin-1-yl-ethyl)-amine), CC(=O)O (AcOH), ClC(C)Cl (dichloroethane), [Na] (sodium). Reaction conditions: time 2 hour. Yields the product [NH4+].[OH-].CO.C(Cl)Cl.CCOC(=O)C (NH4OH MeOH CH2Cl2 EtOAc), 2-(4-{5-[3-(2-Methoxy-phenyl)-1H-pyrrolo[2,3-b]pyridin-5-yl-pyridin-3-yl}-piperazin-1-yl)-ethyl]-dimethyl-amine. The yield is 20.0%. Reaction SMILES: [N:1]1C=CC=[C:3](C=[O:8])[CH:2]=1.CN(C)CCN1CCNCC1.[CH3:20][C:21]([OH:23])=[O:22].[Na].[Cl:25][CH:26]([Cl:28])C>>[NH4+:1].[OH-:8].[CH3:21][OH:22].[CH2:26]([Cl:28])[Cl:25].[CH3:2][CH2:3][O:22][C:21]([CH3:20])=[O:23] |f:5.6.7.8.9,^1:23|. Reported procedure: To a solution of 5-[3-(2-Methoxy-phenyl)-1-(toluene-4-sulfonyl)-1H-pyrrolo)[2,3-b]pyridin-5-yl]-pyridine-3-carbaldehyde (24 mg, 0.050 mmol) and dimethyl-(2-piperazin-1-yl-ethyl)-amine (10 μL, 0.065 mmol) in 1.5 ml dichloroethane was added 3 μL of AcOH. The mixture was stirred at room temperature for 30 minutes before sodium trioxyucetylborohydride (22 mg, 0.1 mmol) was added. The reaction mixture was stirred at room temperature for another 2 hours before being concentrated. The resulting residue... Starting materials: COC(=O)C1=C(C(=NC2=CC=CC=C12)C1=CC=CC=C1)CBr (3-bromomethyl-2-phenyl-quinoline-4-carboxylic acid methyl ester), C(C)(C)N1CCNCC1 (1-isopropylpiperazine). The solvent is C1CCOC1 (THF), C1CCOC1 (THF). Run at temperature 10 celsius, time 8 hour. Yields the product COC(=O)C1=C(C(=NC2=CC=CC=C12)C1=CC=CC=C1)CN1CCN(CC1)C(C)C (3-(4-Isopropyl-piperazin-1-ylmethyl)-2-phenyl-quinoline-4-carboxylic Acid Methyl Ester). As a reaction SMILES: [CH3:1][O:2][C:3]([C:5]1[C:14]2[C:9](=[CH:10][CH:11]=[CH:12][CH:13]=2)[N:8]=[C:7]([C:15]2[CH:20]=[CH:19][CH:18]=[CH:17][CH:16]=2)[C:6]=1[CH2:21]Br)=[O:4].[CH:23]([N:26]1[CH2:31][CH2:30][NH:29][CH2:28][CH2:27]1)([CH3:25])[CH3:24]>C1COCC1>[CH3:1][O:2][C:3]([C:5]1[C:14]2[C:9](=[CH:10][CH:11]=[CH:12][CH:13]=2)[N:8]=[C:7]([C:15]2[CH:20]=[CH:19][CH:18]=[CH:17][CH:16]=2)[C:6]=1[CH2:21][N:29]1[CH2:30][CH2:31][N:26]([CH:23]([CH3:25])[CH3:24])[CH2:27][CH2:28]1)=[O:4]. Procedure details: 7.8 g of crude 3-bromomethyl-2-phenyl-quinoline-4-carboxylic acid methyl ester (compound of Description 2) were dissolved, under nitrogen atmosphere, in 130 ml of dry THF. The solution was cooled to 10° C. and 2.8 g (21.6 mmol) of 1-isopropylpiperazine, dissolved in 20 ml of THF, were added dropwise. The reaction mixture was allowed to warm to room temperature and stirred overnight. Salts were filtered off and the filtrate was evaporated in vacuo to dryness, taken up with 2 N HCl and washed with...